From a dataset of the Open Reaction Database (ORD), a public repository of structured organic reaction records. describe an organic reaction: reactants, conditions, products, and yield Reactants: ClCC(=O)OC (Methyl chloroacetate), CN1CCNCC1 (N-methylpiperazine). The solvent is C(C)(=O)OCC (ethyl acetate). Reaction conditions: time 17 hour. The product is CN1CCN(CC1)CC(=O)OC (2-(4-methyl-1-piperazinyl)acetic acid, methyl ester). Yield: 94.6%. As a reaction SMILES: Cl[CH2:2][C:3]([O:5][CH3:6])=[O:4].[CH3:7][N:8]1[CH2:13][CH2:12][NH:11][CH2:10][CH2:9]1>C(OCC)(=O)C>[CH3:7][N:8]1[CH2:13][CH2:12][N:11]([CH2:2][C:3]([O:5][CH3:6])=[O:4])[CH2:10][CH2:9]1. Procedure: Methyl chloroacetate (8.8 ml., 0.10 mole) was added to a solution of N-methylpiperazine (24.4. ml., 0.22 mole) in ethyl acetate (140 ml.) and the mixture was stirred for 17 hours. The reaction mixture was filtered and the solvent was removed under vacuum. The resulting oil was dissolved in methylene chloride-methanol (9:1) and purified by flash chromatography (silica) to give 2-(4-methyl-1-piperazinyl)acetic acid, methyl ester as an oil (16.3 g, 95%).